From a dataset of the Open Reaction Database (ORD), a public repository of structured organic reaction records. describe an organic reaction: reactants, conditions, products, and yield Reactants: C1(=CC=CC=C1)N1C(NC(C1=O)(C)C)=O (3-phenyl-5,5-dimethylhydantoin), [N+](=O)([O-])[O-].[Na+] (sodium nitrate). The solvent is S(O)(O)(=O)=O (sulphuric acid). Reaction conditions: temperature 0 celsius, time 40 minute. Yields the product [N+](=O)([O-])C1=CC=C(C=C1)N1C(NC(C1=O)(C)C)=O (3-(4-nitrophenyl)-5,5-dimethylhydantoin). As a reaction SMILES: [C:1]1([N:7]2[C:11](=[O:12])[C:10]([CH3:14])([CH3:13])[NH:9][C:8]2=[O:15])[CH:6]=[CH:5][CH:4]=[CH:3][CH:2]=1.[N+:16]([O-])([O-:18])=[O:17].[Na+]>S(=O)(=O)(O)O>[N+:16]([C:4]1[CH:3]=[CH:2][C:1]([N:7]2[C:11](=[O:12])[C:10]([CH3:13])([CH3:14])[NH:9][C:8]2=[O:15])=[CH:6][CH:5]=1)([O-:18])=[O:17] |f:1.2|. Procedure: 17.0 g (83 mmol) of 3-phenyl-5,5-dimethylhydantoin were dissolved in 160 ml of concentrated sulphuric acid and 7.07 g (83 mmol) of sodium nitrate were slowly added with stirring, at 0° C. over a 40 minute period. After the addition was completed, maintained stirring at 0° C. was continued for 20 minutes with the reaction mixture. The mixture was allowed to warm to room temperature and stirring was continued for 4 hours. The mixture was then poured onto ice water and then extracted with methylene... The reactants are [OH-].[Na+] (NaOH), N12CCN(CC1)CC2 (1,4-diazabicyclo[2.2.2]octane), C1(=CC=CC=C1)S (thiophenol), C(C#C)(=O)OC1=CC=C(C=C1)C1=CC=CC=C1 (Biphenyl-4-yl propiolate). The solvent is C1CCOC1 (THF), C1CCOC1 (THF). Reaction conditions: time 20 minute. Product: C1(=CC=CC=C1)SC=CC(=O)OC1=CC=C(C=C1)C1=CC=CC=C1 (Biphenyl-4-yl 3-(phenylthio)acrylate). Isolated yield 85.9%. Reaction SMILES: N12CCN(CC1)CC2.[C:9]1([SH:15])[CH:14]=[CH:13][CH:12]=[CH:11][CH:10]=1.[C:16]([O:20][C:21]1[CH:26]=[CH:25][C:24]([C:27]2[CH:32]=[CH:31][CH:30]=[CH:29][CH:28]=2)=[CH:23][CH:22]=1)(=[O:19])[C:17]#[CH:18].[OH-].[Na+]>C1COCC1>[C:9]1([S:15][CH:18]=[CH:17][C:16]([O:20][C:21]2[CH:26]=[CH:25][C:24]([C:27]3[CH:32]=[CH:31][CH:30]=[CH:29][CH:28]=3)=[CH:23][CH:22]=2)=[O:19])[CH:14]=[CH:13][CH:12]=[CH:11][CH:10]=1 |f:3.4|. Reported procedure: To a stirred solution of 1,4-diazabicyclo[2.2.2]octane (DABCO, 10 mg, 0.89 mmol) and thiophenol (99 mg, 0.89 mmol) in dry THF (20 mL) at RT was added compound 1 (200 mg, 0.89) dissolved in dry THF (2 mL) through a syringe over 12 min. The reaction mixture was further stirred for 20 min. 10% NaOH(aq) was added. The combined organic layer was washed with brine, dried over anhydrous Na2SO4, filtered and the solvent was removed by evaporation. The crude product was purified by column chromatography ... Reactants: CC(C)([O-])C.[K+] (potassium tert-butoxide), N1C=NC=C1 (imidazole), BrC1=C(C=C(C=C1)C(F)(F)F)F (1-bromo-2-fluoro-4-(trifluoromethyl)benzene). Run in CN(C)C=O (DMF), C(Cl)Cl (DCM). Run at temperature 150 celsius. The product is BrC1=C(C=C(C=C1)C(F)(F)F)N1C=NC=C1 (1-(2-bromo-5-(trifluoromethyl)phenyl)-1H-imidazole). Yield: 60.0%. Reaction SMILES: CC(C)([O-])C.[K+].[NH:7]1[CH:11]=[CH:10][N:9]=[CH:8]1.[Br:12][C:13]1[CH:18]=[CH:17][C:16]([C:19]([F:22])([F:21])[F:20])=[CH:15][C:14]=1F>CN(C=O)C.C(Cl)Cl>[Br:12][C:13]1[CH:14]=[CH:15][C:16]([C:19]([F:20])([F:21])[F:22])=[CH:17][C:18]=1[N:7]1[CH:11]=[CH:10][N:9]=[CH:8]1 |f:0.1|. Procedure details: A microwave vial charged with a solution of potassium tert-butoxide (0.462 g, 4.12 mmol), imidazole (0.280 g, 4.12 mmol), and 1-bromo-2-fluoro-4-(trifluoromethyl)benzene (1.000 g, 4.12 mmol) in 2 mL DMF was heated to 150° C. in an oil bath overnight. The reaction mixture was diluted with DCM, filtered through a syringe filter, and concentrated. Purification of the resulting residue by silica gel column chromatography (0 to 100% EtOAc/heptane) gave 1-(2-bromo-5-(trifluoromethyl)phenyl)-1H-imidazo... Solvent: N1=CC=CC=C1 (pyridine). Product: ON1C(CC2(CCCC2)CC1=O)=O (8-Hydroxy-8-azaspiro[4.5]decan-7,9-dione). The reactants are C1CCCC12CC(OC(C2)=O)=O (8-oxaspiro[4.5]decan-7,9-dione), Cl.NO (hydroxylamine hydrochloride). RXN SMILES: [CH2:1]1[C:5]2([CH2:10][C:9](=[O:11])[O:8][C:7](=O)[CH2:6]2)[CH2:4][CH2:3][CH2:2]1.Cl.[NH2:14][OH:15]>N1C=CC=CC=1>[OH:15][N:14]1[C:9](=[O:11])[CH2:10][C:5]2([CH2:4][CH2:3][CH2:2][CH2:1]2)[CH2:6][C:7]1=[O:8] |f:1.2|. Procedure details: A solution of 8-oxaspiro[4.5]decan-7,9-dione (5.0 g) and hydroxylamine hydrochloride (2.1 g) in 75 ml of anhydrous pyridine was heated to 80° C. with stirring under N2. The reactants are O (water), C1(=CC=CC=C1)CC(=O)N[C@H]1[C@@H]2N(C(=C(CS2)OS(=O)(=O)C)C(=O)OCC2=CC=C(C=C2)OC)C1=O (p-methoxybenzyl 7β-phenylacetamido-3-methanesulfonyloxy-3-cephem-4-carboxylate), [SH-].[Na+] (sodium hydrosulfide), C(C)(C)N(CC)C(C)C (diisopropylethylamine). Run in CN(C=O)C (N,N-dimethylformamide), CN(C=O)C (N,N-dimethylformamide). Run at temperature 0 celsius, time 1 hour. Product: C1(=CC=CC=C1)CC(=O)N[C@H]1[C@@H]2N(C(=C(CS2)S)C(=O)OCC2=CC=C(C=C2)OC)C1=O (p-methoxybenzyl 7β-phenylacetamido-3-mercapto-3-cephem-4-carboxylate). The yield is 49.7%. RXN SMILES: [C:1]1([CH2:7][C:8]([NH:10][C@@H:11]2[C:35](=[O:36])[N:13]3[C:14]([C:23]([O:25][CH2:26][C:27]4[CH:32]=[CH:31][C:30]([O:33][CH3:34])=[CH:29][CH:28]=4)=[O:24])=[C:15](OS(C)(=O)=O)[CH2:16][S:17][C@H:12]23)=[O:9])[CH:6]=[CH:5][CH:4]=[CH:3][CH:2]=1.[SH-:37].[Na+].C(N(C(C)C)CC)(C)C.O>CN(C)C=O>[C:1]1([CH2:7][C:8]([NH:10][C@@H:11]2[C:35](=[O:36])[N:13]3[C:14]([C:23]([O:25][CH2:26][C:27]4[CH:32]=[CH:31][C:30]([O:33][CH3:34])=[CH:29][CH:28]=4)=[O:24])=[C:15]([SH:37])[CH2:16][S:17][C@H:12]23)=[O:9])[CH:2]=[CH:3][CH:4]=[CH:5][CH:6]=1 |f:1.2|. Reported procedure: (a-1) To a solution of 16.5 g (31.3 mM) of p-methoxybenzyl 7β-phenylacetamido-3-methanesulfonyloxy-3-cephem-4-carboxylate in 70 ml of N,N-dimethylformamide were added a solution of 2.75 g (34.4 mM) of 70% sodium hydrosulfide in 30 ml of N,N-dimethylformamide and 6.06 g (47.0 mM) of diisopropylethylamine at -20° C., and the mixture was stirred at 0° C. for one hour. After the reaction, 1 l of water was added, the mixture was washed with ethyl acetate (200 ml×3), and the aqueous layer was adjusted... Starting materials: ClC1=C(C=C(C(=C1)F)I)OC(C)C (2-chloro-4-fluoro-5-iodo-1-isopropoxybenzene), C(=O)[O-].[Na+] (sodium formate), Cl (hydrochloric acid). Reagents/catalysts: Cl[Pd]([P](C1=CC=CC=C1)(C2=CC=CC=C2)C3=CC=CC=C3)([P](C4=CC=CC=C4)(C5=CC=CC=C5)C6=CC=CC=C6)Cl (dichlorobis(triphenylphosphine)palladium). Solvent: CN(C=O)C (N,N-dimethylformamide). Run at time 12 hour. Yields the product ClC1=CC(=C(C=O)C=C1OC(C)C)F (4-chloro-2-fluoro-5-isopropoxybenzaldehyde). Isolated yield 34.6%. RXN SMILES: [Cl:1][C:2]1[CH:7]=[C:6]([F:8])[C:5](I)=[CH:4][C:3]=1[O:10][CH:11]([CH3:13])[CH3:12].[CH:14]([O-])=[O:15].[Na+].Cl>CN(C)C=O.Cl[Pd](Cl)([P](C1C=CC=CC=1)(C1C=CC=CC=1)C1C=CC=CC=1)[P](C1C=CC=CC=1)(C1C=CC=CC=1)C1C=CC=CC=1>[Cl:1][C:2]1[C:3]([O:10][CH:11]([CH3:13])[CH3:12])=[CH:4][C:5]([CH:14]=[O:15])=[C:6]([F:8])[CH:7]=1 |f:1.2,^1:26,45|. Procedure details: Then, 62.9 g of 2-chloro-4-fluoro-5-iodo-1-isopropoxybenzene, 20.4 g of sodium formate, and 2.81 g of dichlorobis(triphenylphosphine)palladium were dissolved in 120 ml of N,N-dimethylformamide, which was stirred at 90° to 100° C. for 12 hours, while bubbling carbon monoxide thereinto. After completion of the reaction, the reaction mixture was cooled to room temperature, to which diluted hydrochloric acid was added, and the mixture was extracted with ethyl acetate. The organic layer was washed wi... Starting materials: CCNc1cc(N2CCN(C(=O)OC(C)(C)C)CC2)ccc1[N+](=O)[O-], C1CCOC1, CCO, CCO, NN, O. Yields the product CCNc1cc(N2CCN(C(=O)OC(C)(C)C)CC2)ccc1N. Reaction SMILES: [CH2:1]([CH3:2])[NH:3][c:4]1[cH:5][c:6]([N:13]2[CH2:14][CH2:15][N:16]([C:19](=[O:20])[O:21][C:22]([CH3:23])([CH3:24])[CH3:25])[CH2:17][CH2:18]2)[cH:7][cH:8][c:9]1[N+:10]([O-:11])=[O:12].[CH2:35]1[O:36][CH2:37][CH2:38][CH2:39]1.[CH3:26][CH2:27][OH:28].[CH3:32][CH2:33][OH:34].[NH2:30][NH2:31].[OH2:29]>>[CH2:1]([CH3:2])[NH:3][c:4]1[cH:5][c:6]([N:13]2[CH2:14][CH2:15][N:16]([C:19](=[O:20])[O:21][C:22]([CH3:23])([CH3:24])[CH3:25])[CH2:17][CH2:18]2)[cH:7][cH:8][c:9]1[NH2:10]. Starting materials: [OH-].[Na+] (NaOH), OC1(C(C=C(C=C1)C1=NOC(=C1)CNC(=O)C=1C=NOC1C)C(C)(C)C)C(C)(C)C (5-Methylisoxazol-4-carboxylic acid(3-(4-hydroxy-3,4-di-tert-butylphenyl)isoxazol-5-ylmethyl)amide), Cl (HCl). Run in O1CCCC1 (tetrahydrofuran). Product: OC1=C(C=C(C=C1C(C)(C)C)C1=NOC(=C1)CNC(=O)CC(=C(C)O)C#N)C(C)(C)C (2-Cyano-3-hydroxybut-2-enecarboxylic acid(3-(4-hydroxy-3,5-di-tert-butylphenyl)isoxazol-5-ylmethyl)amide). Reaction SMILES: [OH:1][C:2]1(C(C)(C)C)[CH:7]=[CH:6][C:5]([C:8]2[CH:12]=[C:11]([CH2:13][NH:14][C:15](C3C=NOC=3C)=[O:16])[O:10][N:9]=2)=[CH:4][CH:3]1[C:23]([CH3:26])([CH3:25])[CH3:24].[OH-:31].[Na+].Cl>O1CCCC1>[OH:1][C:2]1[C:7]([C:23]([CH3:26])([CH3:25])[CH3:24])=[CH:6][C:5]([C:8]2[CH:12]=[C:11]([CH2:13][NH:14][C:15]([CH2:6][C:5]([C:8]#[N:9])=[C:4]([OH:31])[CH3:3])=[O:16])[O:10][N:9]=2)=[CH:4][C:3]=1[C:23]([CH3:26])([CH3:25])[CH3:24] |f:1.2|. Procedure details: 4.0 g (0.01 mol) of the product from Example 52 were dissolved in 50 ml of absolute tetrahydrofuran, and 20 ml of 1N NaOH were added while cooling with ice; once the reaction was complete (monitoring by TLC), the mixture was acidified with 22 ml of 1N HCl and extracted with dichloromethane; this was followed by washing, drying and concentration. The remaining residue was crystallized from tert-butyl methyl ether/petroleum ether. Yield: 3.3 g.